Dataset: the Open Reaction Database (ORD), a public repository of structured organic reaction records. Task: describe an organic reaction: reactants, conditions, products, and yield Reactants: [Br-], CCO, O=C(Cl)Oc1ccc(Oc2ccc(C(F)(F)F)cn2)cc1, Clc1ccc(CN2CCNCC2)s1, [K+]. Yields the product O=C(Oc1ccc(Oc2ccc(C(F)(F)F)cn2)cc1)N1CCN(Cc2ccc(Cl)s2)CC1. RXN SMILES: [Br-:35].[CH3:37][CH2:38][OH:39].[Cl:1][C:2](=[O:3])[O:4][c:5]1[cH:6][cH:7][c:8]([O:11][c:12]2[n:13][cH:14][c:15]([C:18]([F:19])([F:20])[F:21])[cH:16][cH:17]2)[cH:9][cH:10]1.[Cl:22][c:23]1[cH:24][cH:25][c:26]([CH2:28][N:29]2[CH2:30][CH2:31][NH:32][CH2:33][CH2:34]2)[s:27]1.[K+:36]>>[C:2](=[O:3])([O:4][c:5]1[cH:6][cH:7][c:8]([O:11][c:12]2[n:13][cH:14][c:15]([C:18]([F:19])([F:20])[F:21])[cH:16][cH:17]2)[cH:9][cH:10]1)[N:32]1[CH2:31][CH2:30][N:29]([CH2:28][c:26]2[cH:25][cH:24][c:23]([Cl:22])[s:27]2)[CH2:34][CH2:33]1. Starting materials: C1(=CC=CC=C1)[C@H]1[C@@H](C1)N=C=O (trans-2-phenylcyclopropyl isocyanate), NCCOCCN1C(=NC=2C(=NC(=C(C21)C)C)N)C (1-[2-(2-aminoethoxy)ethyl]-2,6,7-trimethyl-1H-imidazo[4,5-c]pyridin-4-amine). Product: NC1=NC(=C(C2=C1N=C(N2CCOCCNC(=O)N[C@H]2[C@@H](C2)C2=CC=CC=C2)C)C)C (N-{2-[2-(4-Amino-2,6,7-trimethyl-1H-imidazo[4,5-c]pyridin-1-yl)ethoxy]ethyl}-N′-[(1R*,2S*)-2-phenylcyclopropyl]urea). Reaction SMILES: [C:1]1([C@@H:7]2[CH2:9][C@H:8]2[N:10]=[C:11]=[O:12])[CH:6]=[CH:5][CH:4]=[CH:3][CH:2]=1.[NH2:13][CH2:14][CH2:15][O:16][CH2:17][CH2:18][N:19]1[C:27]2[C:26]([CH3:28])=[C:25]([CH3:29])[N:24]=[C:23]([NH2:30])[C:22]=2[N:21]=[C:20]1[CH3:31]>>[NH2:30][C:23]1[C:22]2[N:21]=[C:20]([CH3:31])[N:19]([CH2:18][CH2:17][O:16][CH2:15][CH2:14][NH:13][C:11]([NH:10][C@@H:8]3[CH2:9][C@H:7]3[C:1]3[CH:6]=[CH:5][CH:4]=[CH:3][CH:2]=3)=[O:12])[C:27]=2[C:26]([CH3:28])=[C:25]([CH3:29])[N:24]=1. Procedure details: Using the method of Examples 54-68, trans-2-phenylcyclopropyl isocyanate was reacted with 1-[2-(2-aminoethoxy)ethyl]-2,6,7-trimethyl-1H-imidazo[4,5-c]pyridin-4-amine to provide the desired compound. The product was purified using Method A. The observed accurate mass was 423.2508. Reactants: FC(C)(F)C1=C(C=CC(=C1)[N+](=O)[O-])F (2-(1,1-difluoro-ethyl)-1-fluoro-4-nitro-benzene). The solvent is CO (methanol). Conditions: time 2 hour. Product: FC(C)(F)C=1C=C(C=CC1F)N (3-(1,1-Difluoro-ethyl)-4-fluoro-phenylamine). Reaction SMILES: [F:1][C:2]([C:5]1[CH:10]=[C:9]([N+:11]([O-])=O)[CH:8]=[CH:7][C:6]=1[F:14])([F:4])[CH3:3]>CO>[F:4][C:2]([C:5]1[CH:10]=[C:9]([NH2:11])[CH:8]=[CH:7][C:6]=1[F:14])([F:1])[CH3:3]. Reported procedure: To a solution of 2-(1,1-difluoro-ethyl)-1-fluoro-4-nitro-benzene (10.4 g, 50.6 mmol) in methanol (200 ml) palladium on carbon (10%, 4 g) was added and the resulting mixture was hydrogenated for 2 h at 20° C. After filtration of the catalyst the solvent was evaporated to yield the title compound as a yellow semi solid mass. (8.5 g, 96%). MS: m/e=175 (M+). Reactants: C(C=CC1=CC=CC=C1)=O (cinnamaldehyde), C(C(C)(C)C)(=O)NC=1C=2N(C=CC1)C(=C(N2)C)C (8-pivaloylamino-2,3-dimethylimidazo[1,2-a]pyridine), solution, C(C)(C)(C)[Li] (t-butyllithium). Run in C(C)OCC (diethyl ether), CCCCC (n-pentane). Reaction conditions: temperature -78 celsius, time 15 minute. The product is CC=1N=C2N(C=CC(=C2NC(C(C)(C)C)=O)C(C=CC2=CC=CC=C2)O)C1C (2,3-dimethyl-7-(3-phenyl-1-hydroxy-2-propenyl)-8-pivaloylaminoimidazo[1,2-a]pyridine). The yield is 47.6%. RXN SMILES: [C:1]([NH:7][C:8]1[C:9]2[N:10]([C:14]([CH3:18])=[C:15]([CH3:17])[N:16]=2)[CH:11]=[CH:12][CH:13]=1)(=[O:6])[C:2]([CH3:5])([CH3:4])[CH3:3].C([Li])(C)(C)C.[CH:24](=[O:33])[CH:25]=[CH:26][C:27]1[CH:32]=[CH:31][CH:30]=[CH:29][CH:28]=1>CCCCC.C(OCC)C>[CH3:17][C:15]1[N:16]=[C:9]2[C:8]([NH:7][C:1](=[O:6])[C:2]([CH3:5])([CH3:4])[CH3:3])=[C:13]([CH:24]([OH:33])[CH:25]=[CH:26][C:27]3[CH:32]=[CH:31][CH:30]=[CH:29][CH:28]=3)[CH:12]=[CH:11][N:10]2[C:14]=1[CH3:18]. Procedure: A vigorously stirred solution of 41 g of 8-pivaloylamino-2,3-dimethylimidazo[1,2-a]pyridine is treated dropwise at −78° C. under argon protective gas with 320 ml of a commercially available, 1.5 molar solution of t-butyllithium in n-pentane such that the temperature does not exceed −70° C. After stirring at −78° C. for a further 15 min, a solution of 61 g of cinnamaldehyde in 50 ml of dry diethyl ether is added dropwise (internal temperature <−68° C.). The mixture is then allowed to warm to room... Procedure: 348 g of 2-methyl-3,4-dioxo-1,3,4,14b-tetrahydro-10H-pyrazino[1,2-a]pyrrolo[2,1-c][1,4]benzodiazepine are added portionwise over 1 hour to 4,500 ml of tetrahydrofuran and 7,410 ml of 1-molar diborane in tetrahydrofuran while cooling with ice to 18° and stirring under nitrogen. The mixture is refluxed for 24 hours, again cooled to 5° and combined with 1,200 ml of glacial acetic acid followed by 900 ml of water. The solution is refluxed for 24 hours, evaporated and the residue taken up in 10,500 m... The solvent is O1CCCC1 (tetrahydrofuran), O1CCCC1 (tetrahydrofuran). Reaction SMILES: [CH3:1][N:2]1[C:19](=O)[C:18](=O)[N:5]2[C:6]3[CH:17]=[CH:16][CH:15]=[CH:14][C:7]=3[CH2:8][N:9]3[CH:13]=[CH:12][CH:11]=[C:10]3[CH:4]2[CH2:3]1.B#B.C(O)(=O)C.O>O1CCCC1>[CH3:1][N:2]1[CH2:19][CH2:18][N:5]2[C:6]3[CH:17]=[CH:16][CH:15]=[CH:14][C:7]=3[CH2:8][N:9]3[CH:13]=[CH:12][CH:11]=[C:10]3[CH:4]2[CH2:3]1. Starting materials: CN1CC2N(C3=C(CN4C2=CC=C4)C=CC=C3)C(C1=O)=O (2-methyl-3,4-dioxo-1,3,4,14b-tetrahydro-10H-pyrazino[1,2-a]pyrrolo[2,1-c][1,4]benzodiazepine), B#B (diborane), O (water), C(C)(=O)O (acetic acid). The product is CN1CC2N(C3=C(CN4C2=CC=C4)C=CC=C3)CC1 (2-methyl-1,3,4,14b-tetrahydro-10H-pyrazino[1,2-a]pyrrolo[2,1-c][ 1,4]benzodiazepine). Starting materials: C(C(C)C)I (isobutyl iodide), O (water), ice, CC1=NN(C=2NC3=CC=CC=C3C(C21)=O)C2=NC=CC=C2 (3-methyl-1-(2-pyridinyl)-1,9-dihydro-4H-pyrazolo[3,4-b]quinolin-4-one), [H-].[Na+] (sodium hydride). Run in CN(C=O)C (N,N-dimethylformamide). Run at time 1 hour. Yields the product C(C(C)C)OC1=C2C(=NC3=CC=CC=C13)N(N=C2C)C2=NC=CC=C2 (4-Isobutoxy-3-methyl-1-(2-pyridinyl)-1H-pyrazolo[3,4-b]quinoline). Yield: 23.2%. RXN SMILES: [CH3:1][C:2]1[C:14]2[C:13](=[O:15])[C:12]3[C:7](=[CH:8][CH:9]=[CH:10][CH:11]=3)[NH:6][C:5]=2[N:4]([C:16]2[CH:21]=[CH:20][CH:19]=[CH:18][N:17]=2)[N:3]=1.[H-].[Na+].[CH2:24](I)[CH:25]([CH3:27])[CH3:26].O>CN(C)C=O>[CH2:24]([O:15][C:13]1[C:12]2[C:7](=[CH:8][CH:9]=[CH:10][CH:11]=2)[N:6]=[C:5]2[N:4]([C:16]3[CH:21]=[CH:20][CH:19]=[CH:18][N:17]=3)[N:3]=[C:2]([CH3:1])[C:14]=12)[CH:25]([CH3:27])[CH3:26] |f:1.2|. Reported procedure: To an ice-cold solution of 3-methyl-1-(2-pyridinyl)-1,9-dihydro-4H-pyrazolo[3,4-b]quinolin-4-one (1.93 g, 7.0 mmol) in N,N-dimethylformamide (30 mL), sodium hydride (oiliness, content 60%, 0.42 g, 10.5 mmol) was added and the mixture was stirred at room temperature for 1 hour. Subsequently, isobutyl iodide (2.0 mL, 17.4 mmol) was added to the mixture, and the mixture was stirred at room temperature for 16 hours, and heated under reflux at 70° C. for 8 hours. The reaction solution was allowed to ...